This data is from the Open Reaction Database (ORD), a public repository of structured organic reaction records. The task is: describe an organic reaction: reactants, conditions, products, and yield Reactants: CC(C)(C)c1cc(F)ccc1OC1CCN(C(=O)CSc2ccccc2O)CC1, CCOC(C)=O, O=C(OO)c1cccc(Cl)c1, [Na+], O=S([O-])O. The product is CC(C)(C)c1cc(F)ccc1OC1CCN(C(=O)CS(=O)c2ccccc2O)CC1. RXN SMILES: [C:1]([CH3:2])([CH3:3])([CH3:4])[c:5]1[c:6]([O:7][CH:8]2[CH2:9][CH2:10][N:11]([C:14]([CH2:15][S:16][c:17]3[c:18]([OH:23])[cH:19][cH:20][cH:21][cH:22]3)=[O:24])[CH2:12][CH2:13]2)[cH:25][cH:26][c:27]([F:29])[cH:28]1.[CH3:46][CH2:47][O:48][C:49](=[O:50])[CH3:51].[Cl:30][c:31]1[cH:32][cH:33][cH:34][c:35]([C:36]([O:37][OH:39])=[O:38])[cH:40]1.[Na+:45].[S:41](=[O:42])([OH:43])[O-:44]>>[C:1]([CH3:2])([CH3:3])([CH3:4])[c:5]1[c:6]([O:7][CH:8]2[CH2:9][CH2:10][N:11]([C:14]([CH2:15][S:16]([c:17]3[c:18]([OH:23])[cH:19][cH:20][cH:21][cH:22]3)=[O:38])=[O:24])[CH2:12][CH2:13]2)[cH:25][cH:26][c:27]([F:29])[cH:28]1. Starting materials: [N+](=O)([O-])C=1C=C(CN)C=CC1 (3-nitrobenzylamine), ClC=1C2=C(N=C(N1)C1=NC=CN=C1)SC(=C2)[N+](=O)[O-] (4-chloro-2-(pyrazin-2-yl)-6-nitro-thieno-[2,3-d]-pyrimidine). Yields the product N1=C(C=NC=C1)C=1N=C(C2=C(N1)SC(=C2)[N+](=O)[O-])NCC2=CC(=CC=C2)[N+](=O)[O-] (2-(pyrazin-2-yl)-4-(3-nitrobenzylamino)-6-nitro-thieno-[2,3-d]-pyrimidine). As a reaction SMILES: [N+:1]([C:4]1[CH:5]=[C:6]([CH:9]=[CH:10][CH:11]=1)[CH2:7][NH2:8])([O-:3])=[O:2].Cl[C:13]1[C:14]2[CH:27]=[C:26]([N+:28]([O-:30])=[O:29])[S:25][C:15]=2[N:16]=[C:17]([C:19]2[CH:24]=[N:23][CH:22]=[CH:21][N:20]=2)[N:18]=1>>[N:20]1[CH:21]=[CH:22][N:23]=[CH:24][C:19]=1[C:17]1[N:18]=[C:13]([NH:8][CH2:7][C:6]2[CH:9]=[CH:10][CH:11]=[C:4]([N+:1]([O-:3])=[O:2])[CH:5]=2)[C:14]2[CH:27]=[C:26]([N+:28]([O-:30])=[O:29])[S:25][C:15]=2[N:16]=1. Reported procedure: With the procedure of Example 1, the reaction of 3-nitrobenzylamine with 4-chloro-2-(pyrazin-2-yl)-6-nitro-thieno-[2,3-d]-pyrimidine yields 2-(pyrazin-2-yl)-4-(3-nitrobenzylamino)-6-nitro-thieno-[2,3-d]-pyrimidine. Reactants: S(=O)(Cl)Cl (thionyl chloride), C(CCCCCCCCCCC)C1=CC=C(S1)C(=O)O (5-dodecylthiophene-2-carboxylic acid). Run at temperature 70 celsius, time 4 hour. Yields the product C(CCCCCCCCCCC)C1=CC=C(S1)C(=O)Cl (5-dodecylthiophene-2-carboxylic chloride). As a reaction SMILES: S(Cl)([Cl:3])=O.[CH2:5]([C:17]1[S:21][C:20]([C:22]([OH:24])=O)=[CH:19][CH:18]=1)[CH2:6][CH2:7][CH2:8][CH2:9][CH2:10][CH2:11][CH2:12][CH2:13][CH2:14][CH2:15][CH3:16]>>[CH2:5]([C:17]1[S:21][C:20]([C:22]([Cl:3])=[O:24])=[CH:19][CH:18]=1)[CH2:6][CH2:7][CH2:8][CH2:9][CH2:10][CH2:11][CH2:12][CH2:13][CH2:14][CH2:15][CH3:16]. Procedure: 4 ml of thionyl chloride was added to 0.57 g (1.93×10-3 ml) of 5-dodecylthiophene-2-carboxylic acid, followed by heat-stirring for 4 hours at 70° C. and removal of excessive thionyl chloride by reduced-pressure distillation to obtain 5-dodecylthiophene-2-carboxylic chloride. Reactants: Fc1ccc(Br)c(F)c1, C1CCOC1, [Li]CCCC, CI. The product is Cc1c(F)ccc(Br)c1F. RXN SMILES: [Br:6][c:7]1[c:8]([F:14])[cH:9][c:10]([F:13])[cH:11][cH:12]1.[CH2:17]1[O:18][CH2:19][CH2:20][CH2:21]1.[CH2:1]([Li:2])[CH2:3][CH2:4][CH3:5].[I:15][CH3:16]>>[CH3:1][c:9]1[c:8]([F:14])[c:7]([Br:6])[cH:12][cH:11][c:10]1[F:13].